This data is from the Open Reaction Database (ORD), a public repository of structured organic reaction records. The task is: describe an organic reaction: reactants, conditions, products, and yield Reactants: BrC=1C=C(C(=NC1)N)N (5-bromo-2,3-diaminopyridine), OCC1=CC=C(O1)C=O (5-hydroxymethyl-2-furaldehyde). The product is BrC=1C=C2C(=NC1)NC(=N2)C2=CC=C(O2)CO ([5-(6-Bromo-3H-imidazo[4,5-b]pyridin-2-yl)-2-furyl]methanol). As a reaction SMILES: [Br:1][C:2]1[CH:3]=[C:4]([NH2:9])[C:5]([NH2:8])=[N:6][CH:7]=1.O[CH2:11][C:12]1[O:16][C:15]([CH:17]=[O:18])=[CH:14][CH:13]=1>>[Br:1][C:2]1[CH:3]=[C:4]2[N:9]=[C:11]([C:12]3[O:16][C:15]([CH2:17][OH:18])=[CH:14][CH:13]=3)[NH:8][C:5]2=[N:6][CH:7]=1. Reported procedure: The title compound was prepared from 5-bromo-2,3-diaminopyridine and 5-hydroxymethyl-2-furaldehyde. The reactants are [H-].[Na+] (sodium hydride), [H-].[Na+] (NaH), N1C(CCCCC1)=O (azacycloheptan-2-one), BrCCCCCC (1-bromohexane). The product is C(CCCCC)N1C(CCCCC1)=O (1-n-Hexylazacycloheptan-2-one). Isolated yield 85.4%. As a reaction SMILES: [H-].[Na+].[NH:3]1[CH2:9][CH2:8][CH2:7][CH2:6][CH2:5][C:4]1=[O:10].Br[CH2:12][CH2:13][CH2:14][CH2:15][CH2:16][CH3:17]>>[CH2:12]([N:3]1[CH2:9][CH2:8][CH2:7][CH2:6][CH2:5][C:4]1=[O:10])[CH2:13][CH2:14][CH2:15][CH2:16][CH3:17] |f:0.1|. Procedure: Following example 10, from 10.2 g of 50% sodium hydride-mineral oil dispersion (5.1 g NaH, 0.2125 M), 20 g (0.177 M) of azacycloheptan-2-one and 33 g (0.2 M) of 1-bromohexane on 19 hr. reflux was obtained 29.8 g (85.3%) of colorless product; b.p. 122°-128°/0.4 mm. The reactants are FC(C1=C(C=C(C=C1)C(F)(F)F)CCC(=O)O)(F)F (3-(2,5-bis(trifluoromethyl)phenyl)propionic acid), O=P(Cl)(Cl)Cl (POCl3), N1=CNC2=C1C=CC(=C2)C(=O)NN (benzimidazol-5-carbohydrazide), COC=1C=CC(=CC1)P2(=S)SP(=S)(S2)C=3C=CC(=CC3)OC (Lawesson's reagent). The product is FC(C1=C(CCC2=NN=C(S2)C2=CC3=C(NC=N3)C=C2)C=C(C=C1)C(F)(F)F)(F)F (5-(5-(2,5-Bis(trifluoromethyl)phenethyl)-1,3,4-thiadiazol-2-yl)-1H-benzo[d]imidazole). As a reaction SMILES: [F:1][C:2]([F:19])([F:18])[C:3]1[CH:8]=[CH:7][C:6]([C:9]([F:12])([F:11])[F:10])=[CH:5][C:4]=1[CH2:13][CH2:14][C:15](O)=O.[N:20]1[C:24]2[CH:25]=[CH:26][C:27]([C:29]([NH:31][NH2:32])=O)=[CH:28][C:23]=2[NH:22][CH:21]=1.COC1C=CC(P2(SP(C3C=CC(OC)=CC=3)(=S)S2)=[S:42])=CC=1.O=P(Cl)(Cl)Cl>>[F:1][C:2]([F:19])([F:18])[C:3]1[CH:8]=[CH:7][C:6]([C:9]([F:12])([F:11])[F:10])=[CH:5][C:4]=1[CH2:13][CH2:14][C:15]1[S:42][C:29]([C:27]2[CH:26]=[CH:25][C:24]3[NH:20][CH:21]=[N:22][C:23]=3[CH:28]=2)=[N:31][N:32]=1. Procedure: The compound was synthesized starting from 3-(2,5-bis(trifluoromethyl)phenyl)propionic acid (287 mg; 1 mmol), benzimidazol-5-carbohydrazide (176 mg; 1 mmol), Lawesson's reagent (606 mg; 1.5 mmol) and POCl3 (0.137 ml; 1.5 mmol) as described in method 3; yield: 0.013 g (2.9%); MS m/z: 443.4 [M+H]+; 1H-NMR (DMSO d6, 400 MHz): δ 3.36-3.40 (m, 2H); 3.51-3.55 (m, 2H); 7.82-7.85 (m, 2H); 7.92 (dd, 1H, 4J=1.7 Hz, 3J=8.3 Hz); 7.97 (d, 1H, 3J=8.3 Hz); 8.06 (br s, 1H); 8.23-8.24 (m, 1H); 8.88 (s, 1H); HPLC... The reactants are ClC1=CC(=C(C=C1)N)C#CC1=C(C=CC=C1)Cl (4-chloro-2-(2-chloro-phenylethynyl)-phenylamine), C1(CC1)C(CC(=O)OCC)=O (ethyl 3-cyclopropyl-3-oxopropanoate), CC=1C=CC(=CC1)S(=O)(=O)O.O (p-TsOH.H2O). Solvent: CCO (EtOH). The product is C(C)OC(=O)C=1C(=NC2=CC=C(C=C2C1CC1=C(C=CC=C1)Cl)Cl)C1CC1 (6-chloro-4-(2-chloro-benzyl)-2-cyclopropyl-quinoline-3-carboxylic acid ethyl ester). The yield is 21.7%. As a reaction SMILES: [Cl:1][C:2]1[CH:7]=[CH:6][C:5]([NH2:8])=[C:4]([C:9]#[C:10][C:11]2[CH:16]=[CH:15][CH:14]=[CH:13][C:12]=2[Cl:17])[CH:3]=1.[CH:18]1([C:21](=O)[CH2:22][C:23]([O:25][CH2:26][CH3:27])=[O:24])[CH2:20][CH2:19]1.CC1C=CC(S(O)(=O)=O)=CC=1.O>CCO>[CH2:26]([O:25][C:23]([C:22]1[C:21]([CH:18]2[CH2:20][CH2:19]2)=[N:8][C:5]2[C:4]([C:9]=1[CH2:10][C:11]1[CH:16]=[CH:15][CH:14]=[CH:13][C:12]=1[Cl:17])=[CH:3][C:2]([Cl:1])=[CH:7][CH:6]=2)=[O:24])[CH3:27] |f:2.3|. Procedure: To a solution of 4-chloro-2-(2-chloro-phenylethynyl)-phenylamine (100 mg, 0.38 mmol, 1 eq) and ethyl 3-cyclopropyl-3-oxopropanoate (89.4 mg, 0.57 mmol, 1.5 eq) in anhydrous EtOH (5 ml), was added p-TsOH.H2O (72.6 mg, 0.38 mmol, 1 eq) and the mixture was refluxed for 16 h. After cooling, the reaction mixture was concentrated in vacuo and then diluted with ethyl acetate. The mixture was washed with saturated sodium bicarbonate solution, brine, dried over sodium sulfate and concentrated in vacuo to... Reported procedure: 130 ml (0.13 mols) of a THF solution of 1M of 4-pentenylmagnesium bromide was dropped in a solution of 200 ml of THF and 14.0 g of zinc chloride to obtain an organozinc reagent. The resultant mixture was added to a solution of 41.0 g (0.1 mol) of 1-chloro-4-(4-(trans-4-(4-cyanophenyl)cyclohexyl)butyl)-1-silacyclohexane in 300 ml of THF. The resultant product was found to be a mixture of trans and cis isomers with respect to the silacyclohexane ring. The product was subjected to ordinary aftertre... Reactants: resultant mixture, Cl[SiH]1CCC(CC1)CCCC[C@@H]1CC[C@H](CC1)C1=CC=C(C=C1)C#N (1-chloro-4-(4-(trans-4-(4-cyanophenyl)cyclohexyl)butyl)-1-silacyclohexane), resultant product. The solvent is C1CCOC1 (THF). The product is C(#N)C1=CC=C(C=C1)[C@@H]1CC[C@H](CC1)CCCC[C@@H]1CC[Si@H](CC1)CCCC=C (trans-4-(4-(trans-4-(4-cyanophenyl)cyclohexyl)butyl)-1-(4-pentenyl)-1-silacyclohexane). As a reaction SMILES: Cl[SiH:2]1[CH2:7][CH2:6][CH:5]([CH2:8][CH2:9][CH2:10][CH2:11][C@H:12]2[CH2:17][CH2:16][C@H:15]([C:18]3[CH:23]=[CH:22][C:21]([C:24]#[N:25])=[CH:20][CH:19]=3)[CH2:14][CH2:13]2)[CH2:4][CH2:3]1>C1COCC1>[C:24]([C:21]1[CH:22]=[CH:23][C:18]([C@H:15]2[CH2:16][CH2:17][C@H:12]([CH2:11][CH2:10][CH2:9][CH2:8][C@H:5]3[CH2:6][CH2:7][Si@H:2]([CH2:7][CH2:6][CH2:5][CH:4]=[CH2:3])[CH2:3][CH2:4]3)[CH2:13][CH2:14]2)=[CH:19][CH:20]=1)#[N:25]. Reactants: NC1=C(C=CC=C1)O (2-aminophenol), COC1=C(C=C(C(=O)O)C=C1)N (4-methoxy-3-aminobenzoic acid). Yields the product NC=1C=C(C=CC1OC)C=1OC2=C(N1)C=CC=C2 (2-(3-Amino-4-methoxyphenyl)-benzoxazole). As a reaction SMILES: [NH2:1][C:2]1[CH:7]=[CH:6][CH:5]=[CH:4][C:3]=1O.[CH3:9][O:10][C:11]1[CH:19]=[CH:18][C:14]([C:15]([OH:17])=O)=[CH:13][C:12]=1[NH2:20]>>[NH2:20][C:12]1[CH:13]=[C:14]([C:15]2[O:17][C:3]3[CH:4]=[CH:5][CH:6]=[CH:7][C:2]=3[N:1]=2)[CH:18]=[CH:19][C:11]=1[O:10][CH3:9]. Reported procedure: Prepared by the method of Example 1a), from 2-aminophenol (326 mg, 2.9 mmol) and 4-methoxy-3-aminobenzoic acid (500 mg, 2.9 mmol) the subtitle compound was obtained, 97 mg (13%). 1H NMR (CDCl3) δ 7.66–7.45(m, 4H), 7.24(m, 2H), 6.82(d, J=8.3 Hz, 1H), 3.86(s, 3H). MS 241 m/z (M+H)+. The reactants are BrBr (bromine), Teflon, KHCO3, C1(=CC=CC=C1)S(=O)C1=CC=C(C=C1)SC1=CC=CC=C1 (phenyl[4-(thiophenoxy)phenyl] sulfoxide), [Cl-].[K+] (KCl). Run in ClCCl (dichloromethane), ClCCl (dichloromethane), ClCCl (dichloromethane). Conditions: time 30 minute. Yields the product C1(=CC=CC=C1)SC1=CC=C(C=C1)SC1=CC=CC=C1 (Phenyl[4-(thiophenoxy)phenyl]sulfide). Reaction SMILES: [C:1]1([S:7]([C:9]2[CH:14]=[CH:13][C:12]([S:15][C:16]3[CH:21]=[CH:20][CH:19]=[CH:18][CH:17]=3)=[CH:11][CH:10]=2)=O)[CH:6]=[CH:5][CH:4]=[CH:3][CH:2]=1.BrBr.[Cl-].[K+]>ClCCl>[C:16]1([S:15][C:12]2[CH:13]=[CH:14][C:9]([S:7][C:1]3[CH:6]=[CH:5][CH:4]=[CH:3][CH:2]=3)=[CH:10][CH:11]=2)[CH:21]=[CH:20][CH:19]=[CH:18][CH:17]=1 |f:2.3|. Procedure details: A 500-mL, round-bottom flask with a Teflon-covered magnetic stirring bar is charged with dichloromethane (50 mL), 10% KHCO3 (43 mL), and phenyl[4-(thiophenoxy)phenyl] sulfoxide (5 g, 17.0 mmol). To the reaction mixture is added bromine (2.72 g, 17.0 mmol) in dichloromethane (50 mL) over a period of 5 min with vigorous stirring. The reaction is continued for 30 min. To the reaction mixture is added a KCl saturated solution and dichloromethane (100 mL). The aqueous layer is extracted with dichloro... Starting materials: ClC=1C=C(C=CC1C=O)C(C(=O)OC)C (Methyl 2-(3-chloro-4-formylphenyl)propionate), O=C1CSCC1 (3-oxothiolane). Product: ClC=1C=C(C=CC1C=C1SCCC1=O)C(C(=O)OC)C (Methyl 2-[3-chloro-4-(3-oxothiolan-2-ylidenemethyl)phenyl]propionate). Yield: 21.4%. Reaction SMILES: [Cl:1][C:2]1[CH:3]=[C:4]([CH:10]([CH3:15])[C:11]([O:13][CH3:14])=[O:12])[CH:5]=[CH:6][C:7]=1[CH:8]=O.[O:16]=[C:17]1[CH2:21][CH2:20][S:19][CH2:18]1>>[Cl:1][C:2]1[CH:3]=[C:4]([CH:10]([CH3:15])[C:11]([O:13][CH3:14])=[O:12])[CH:5]=[CH:6][C:7]=1[CH:8]=[C:18]1[C:17](=[O:16])[CH2:21][CH2:20][S:19]1. Procedure details: By using methyl 2-(3-chloro-4-formylphenyl)propionate (170 mg) obtained in Example 62 and 3-oxothiolane (115 mg), the title compound (50 mg, 21%) was obtained in the same manner as that of Example 1.